Dataset: the Open Reaction Database (ORD), a public repository of structured organic reaction records. Task: describe an organic reaction: reactants, conditions, products, and yield The reactants are CC1(C)OB(c2cnn3ccccc23)OC1(C)C, COCCOC, COc1ccc(CN2Cc3c(F)c(NC4CCCCC4NC(=O)OC(C)(C)C)nc(Cl)c3C2=O)c(OC)c1, [Na+], [Na+], O=C([O-])[O-], O, c1ccc(P(c2ccccc2)(c2ccccc2)[Pd](P(c2ccccc2)(c2ccccc2)c2ccccc2)(P(c2ccccc2)(c2ccccc2)c2ccccc2)P(c2ccccc2)(c2ccccc2)c2ccccc2)cc1. Product: COc1ccc(CN2Cc3c(F)c(NC4CCCCC4NC(=O)OC(C)(C)C)nc(-c4cnn5ccccc45)c3C2=O)c(OC)c1. RXN SMILES: [CH3:39][C:40]1([CH3:41])[C:42]([CH3:43])([CH3:44])[O:45][B:46]([c:47]2[cH:48][n:49][n:50]3[c:51]2[cH:52][cH:53][cH:54][cH:55]3)[O:56]1.[CH3:63][O:64][CH2:65][CH2:66][O:67][CH3:68].[Cl:1][c:2]1[n:3][c:4]([NH:24][CH:25]2[CH:26]([NH:31][C:32]([O:33][C:34]([CH3:35])([CH3:36])[CH3:37])=[O:38])[CH2:27][CH2:28][CH2:29][CH2:30]2)[c:5]([F:23])[c:6]2[c:7]1[C:8](=[O:22])[N:9]([CH2:11][c:12]1[c:13]([O:20][CH3:21])[cH:14][c:15]([O:18][CH3:19])[cH:16][cH:17]1)[CH2:10]2.[Na+:57].[Na+:58].[O-:59][C:60](=[O:61])[O-:62].[OH2:69].[cH:70]1[cH:71][cH:72][c:73]([P:74]([Pd:75]([P:76]([c:77]2[cH:78][cH:79][cH:80][cH:81][cH:82]2)([c:83]2[cH:84][cH:85][cH:86][cH:87][cH:88]2)[c:89]2[cH:90][cH:91][cH:92][cH:93][cH:94]2)([P:95]([c:96]2[cH:97][cH:98][cH:99][cH:100][cH:101]2)([c:102]2[cH:103][cH:104][cH:105][cH:106][cH:107]2)[c:108]2[cH:109][cH:110][cH:111][cH:112][cH:113]2)[P:114]([c:115]2[cH:116][cH:117][cH:118][cH:119][cH:120]2)([c:121]2[cH:122][cH:123][cH:124][cH:125][cH:126]2)[c:127]2[cH:128][cH:129][cH:130][cH:131][cH:132]2)([c:133]2[cH:134][cH:135][cH:136][cH:137][cH:138]2)[c:139]2[cH:140][cH:141][cH:142][cH:143][cH:144]2)[cH:145][cH:146]1>>[c:2]1(-[c:47]2[cH:48][n:49][n:50]3[c:51]2[cH:52][cH:53][cH:54][cH:55]3)[n:3][c:4]([NH:24][CH:25]2[CH:26]([NH:31][C:32]([O:33][C:34]([CH3:35])([CH3:36])[CH3:37])=[O:38])[CH2:27][CH2:28][CH2:29][CH2:30]2)[c:5]([F:23])[c:6]2[c:7]1[C:8](=[O:22])[N:9]([CH2:11][c:12]1[c:13]([O:20][CH3:21])[cH:14][c:15]([O:18][CH3:19])[cH:16][cH:17]1)[CH2:10]2. The reactants are COC=1C(=C(C=O)C(=C(C1OC)OC)OC)C (3,4,5,6-tetramethoxy-2-methylbenzaldehyde), O1CCCC1 (tetrahydrofuran), Grignard reagent, [Cl-].[NH4+] (ammonium chloride), C(C1=CC=CC=C1)OC1=CC=C(C=C1)Br (4-(benzyloxy)bromobenzene), [Mg] (magnesium), O1CCCC1 (tetrahydrofuran). Conditions: time 2 hour. Yields the product COC=1C(=C(C(=C(C1OC)OC)OC)C(O)C1=CC=C(C=C1)OC(C1=CC=CC=C1)=O)C (3,4,5,6-Tetramethoxy-2-methylphenyl-1-(4-benzoyloxyphenyl)methanol). Yield: 92.0%. RXN SMILES: [CH2:1]([O:8][C:9]1[CH:14]=[CH:13][C:12](Br)=[CH:11][CH:10]=1)[C:2]1[CH:7]=[CH:6][CH:5]=[CH:4][CH:3]=1.[Mg].[CH3:17][O:18][C:19]1[C:20]([CH3:33])=[C:21]([C:24]([O:31][CH3:32])=[C:25]([O:29][CH3:30])[C:26]=1[O:27][CH3:28])[CH:22]=[O:23].[Cl-].[NH4+].[O:36]1CCCC1>>[CH3:17][O:18][C:19]1[C:20]([CH3:33])=[C:21]([CH:22]([C:12]2[CH:13]=[CH:14][C:9]([O:8][C:1](=[O:36])[C:2]3[CH:7]=[CH:6][CH:5]=[CH:4][CH:3]=3)=[CH:10][CH:11]=2)[OH:23])[C:24]([O:31][CH3:32])=[C:25]([O:29][CH3:30])[C:26]=1[O:27][CH3:28] |f:3.4|. Reported procedure: Under ice-cooling, into a Grignard reagent (30 ml, a tetrahydrofuran solution) prepared from 4-(benzyloxy)bromobenzene (8.00 g, 0.030 mol) and magnesium (0.81 g, 0.033 mol) was dropped a solution of 3,4,5,6-tetramethoxy-2-methylbenzaldehyde (3.65 g, 0.015 mol) in anhydrous tetrahydrofuran (20 ml) and the mixture was stirred for 2 hours more. The reaction solution was poured into a saturated aqueous solution of ammonium chloride followed by extracting with ether. The extract was washed with a sat...